This data is from the Open Reaction Database (ORD), a public repository of structured organic reaction records. The task is: describe an organic reaction: reactants, conditions, products, and yield Starting materials: OC1=CC=C(C(N)=S)C=C1 (4-hydroxybenzothioamide), BrCC(CC)=O (1-bromo-2-butanone). The solvent is C(C)O (ethanol). Reaction conditions: time 5 hour. Product: Br.C(C)C=1N=C(SC1)C1=CC=C(C=C1)O (4-(4-ethyl-2-thiazolyl)phenol hydrobromide). Yield: 65.2%. As a reaction SMILES: [OH:1][C:2]1[CH:10]=[CH:9][C:5]([C:6](=[S:8])[NH2:7])=[CH:4][CH:3]=1.[Br:11][CH2:12][C:13](=O)[CH2:14][CH3:15]>C(O)C>[BrH:11].[CH2:14]([C:13]1[N:7]=[C:6]([C:5]2[CH:9]=[CH:10][C:2]([OH:1])=[CH:3][CH:4]=2)[S:8][CH:12]=1)[CH3:15] |f:3.4|. Reported procedure: A mixture of 4.6 parts of 4-hydroxybenzothioamide, 4.5 parts of 1-bromo-2-butanone and 79 parts of ethanol was stirred for 5 hours at reflux temperature. After cooling, the precipitate was filtered off and dried in vacuo at 50° C., yielding 5.6 parts (65.2%) of 4-(4-ethyl-2-thiazolyl)phenol hydrobromide (interm. 14). Product: N#Cc1nnc(N2CCC(Oc3ccccc3Br)C2)s1. Reactants: N#Cc1nnc(Br)s1, Brc1ccccc1OC1CCNC1, Cl, [K+], [K+], O=C([O-])[O-], CN(C)C=O. RXN SMILES: [Br:15][c:16]1[n:17][n:18][c:19]([C:21]#[N:22])[s:20]1.[Br:2][c:3]1[c:4]([O:5][CH:6]2[CH2:7][CH2:8][NH:9][CH2:10]2)[cH:11][cH:12][cH:13][cH:14]1.[ClH:1].[K+:23].[K+:24].[O-:25][C:26]([O-:27])=[O:28].[O:29]=[CH:30][N:31]([CH3:32])[CH3:33]>>[Br:2][c:3]1[c:4]([O:5][CH:6]2[CH2:7][CH2:8][N:9]([c:16]3[n:17][n:18][c:19]([C:21]#[N:22])[s:20]3)[CH2:10]2)[cH:11][cH:12][cH:13][cH:14]1. Starting materials: Cl.FC1CNC1 (3-fluoroazetidine hydrochloride), CCN(C(C)C)C(C)C (Hunig's base), C(C)C1=NN(C2=CC=CC(=C12)NC(=O)C1=CN=C2N1C=CC(=C2)CC=O)CC2=NC(=CC=C2)C (N-(3-ethyl-1-((6-methylpyridin-2-yl)methyl)-1H-indazol-4-yl)-7-(2-oxoethyl)imidazo[1,2-a]pyridine-3-carboxamide). The reagents and catalysts are C(C)(=O)O (acetic acid). Run in C(Cl)Cl (DCM). Conditions: time 16 hour. Yields the product C(C)C1=NN(C2=CC=CC(=C12)NC(=O)C1=CN=C2N1C=CC(=C2)CCN2CC(C2)F)CC2=NC(=CC=C2)C (N-(3-ethyl-1-((6-methylpyridin-2-yl)methyl)-1H-indazol-4-yl)-7-(2-(3-fluoroazetidin-1-yl)ethyl)imidazo[1,2-a]pyridine-3-carboxamide). RXN SMILES: Cl.[F:2][CH:3]1[CH2:6][NH:5][CH2:4]1.CCN(C(C)C)C(C)C.[CH2:16]([C:18]1[C:26]2[C:21](=[CH:22][CH:23]=[CH:24][C:25]=2[NH:27][C:28]([C:30]2[N:34]3[CH:35]=[CH:36][C:37]([CH2:39][CH:40]=O)=[CH:38][C:33]3=[N:32][CH:31]=2)=[O:29])[N:20]([CH2:42][C:43]2[CH:48]=[CH:47][CH:46]=[C:45]([CH3:49])[N:44]=2)[N:19]=1)[CH3:17]>C(Cl)Cl.C(O)(=O)C>[CH2:16]([C:18]1[C:26]2[C:21](=[CH:22][CH:23]=[CH:24][C:25]=2[NH:27][C:28]([C:30]2[N:34]3[CH:35]=[CH:36][C:37]([CH2:39][CH2:40][N:5]4[CH2:6][CH:3]([F:2])[CH2:4]4)=[CH:38][C:33]3=[N:32][CH:31]=2)=[O:29])[N:20]([CH2:42][C:43]2[CH:48]=[CH:47][CH:46]=[C:45]([CH3:49])[N:44]=2)[N:19]=1)[CH3:17] |f:0.1|. Procedure: A solution of 3-fluoroazetidine hydrochloride (61 mg, 0.55 mmol) in DCM (2 mL) was treated at ambient temperature with Hunig's base (0.10 mL, 0.57 mmol). To the hazy solution was added N-(3-ethyl-1-((6-methylpyridin-2-yl)methyl)-1H-indazol-4-yl)-7-(2-oxoethyl)imidazo[1,2-a]pyridine-3-carboxamide (prepared according to (Example 127, Steps A-B; 50 mg, 0.11 mmol) (prepared according to the procedure for Example 127) and the (10 equivalents) was added, followed by 2 drops of glacial acetic acid, and... Starting materials: CC(C(C)=O)CCCCCCCCCCCCCC (3-methyl-heptadecan-2-one), [BH4-].[Na+] (sodium borohydride). Solvent: C(C)O (ethanol). Reaction conditions: time 2 hour. The product is CC(C(C)O)CCCCCCCCCCCCCC (3-methyl-heptadecan-2-ol). The yield is 99.1%. RXN SMILES: [CH3:1][CH:2]([CH2:6][CH2:7][CH2:8][CH2:9][CH2:10][CH2:11][CH2:12][CH2:13][CH2:14][CH2:15][CH2:16][CH2:17][CH2:18][CH3:19])[C:3](=[O:5])[CH3:4].[BH4-].[Na+]>C(O)C>[CH3:1][CH:2]([CH2:6][CH2:7][CH2:8][CH2:9][CH2:10][CH2:11][CH2:12][CH2:13][CH2:14][CH2:15][CH2:16][CH2:17][CH2:18][CH3:19])[CH:3]([OH:5])[CH3:4] |f:1.2|. Procedure: 2 g (7.46 mmol) of 3-methyl-heptadecan-2-one are dissolved in 20 ml of ethanol and the solution is treated, at 0° C., with 0.28 g (7.46 mmol) of sodium borohydride. Stirring is continued for two hours at 0° C. and for two hours at room temperature. The mixture is subsequently concentrated under reduced pressure, the concentrate is taken up in cyclohexane/water, and the aqueous phase is extracted three times using cyclohexane. After the extract has been dried and concentrated, 2 g (99% of theory)... Reactants: CN(C)[SiH](N(C)C)N(C)C (tris(dimethylamino)silane), C=CC=C (1,3-butadiene), RhCl(PPh3)3, CN(C)[Si](C=CC=C)(N(C)C)N(C)C (1-tris(dimethylamino)silylbuta-1,3-diene). Run in C=1(C(=CC=CC1)C)C (xylene). Run at temperature 125 celsius. Yields the product CN(C)[Si](C=CCC)(N(C)C)N(C)C (1-tris(dimethylamino)silylbut-1-ene). The yield is 32.0%. RXN SMILES: CN([SiH](N(C)C)N(C)C)C.C=CC=C.[CH3:15][N:16]([Si:18]([N:26]([CH3:28])[CH3:27])([N:23]([CH3:25])[CH3:24])[CH:19]=[CH:20][CH:21]=[CH2:22])[CH3:17]>C1(C)C(C)=CC=CC=1>[CH3:15][N:16]([Si:18]([N:26]([CH3:27])[CH3:28])([N:23]([CH3:25])[CH3:24])[CH:19]=[CH:20][CH2:21][CH3:22])[CH3:17]. Procedure: To a 1 liter autoclave, was added 250 g (1.5 mol) tris(dimethylamino)silane, 100 g xylene, 168 g (3.1 mol) 1,3-butadiene and 200 ppm RhCl(PPh3)3 (0.45 g) as the catalyst. After the autoclave was secured, the reaction was heated to 125° C. for four hours. The reactor was then cooled to room temperature. GC and GC/MS revealed that the major product formed was 1-tris(dimethylamino)silylbuta-1,3-diene in 65% yield. 1-tris(dimethylamino)silylbut-1-ene was also formed in 32% yield. Reactants: ClC=1C(=C(C=CC1)[C@H]1[C@@H](N[C@H]([C@]1(C#N)C1=C(C=C(C=C1)Cl)F)CC(C)(C)C)C(=O)NC1=C(C=C(C(=O)O)C=C1)OC)F (4-((2R,3S,4R,5S)-3-(3-chloro-2-fluorophenyl)-4-(4-chloro-2-fluorophenyl)-4-cyano-5-neopentylpyrrolidine-2-carboxamido)-3-methoxybenzoic acid), Cl.N[C@H]1[C@H](O[C@@H]([C@H]([C@@H]1O)O)CO)O ((2S,3R,4R,5S,6R)-3-amino-6-(hydroxymethyl)tetrahydro-2H-pyran-2,4,5-triol hydrochloride). Product: Cl.COC1=C(C=CC(=C1)C(N[C@H]1[C@H](O[C@@H]([C@H]([C@@H]1O)O)CO)O)=O)NC(=O)[C@@H]1N[C@H]([C@]([C@H]1C1=C(C(=CC=C1)Cl)F)(C#N)C1=C(C=C(C=C1)Cl)F)CC(C)(C)C ((2R,3S,4R,5S)-4-(4-chloro-2-fluoro-phenyl)-3-(3-chloro-2-fluoro-phenyl)-4-cyano-5-(2,2-dimethyl-propyl)-pyrrolidine-2-carboxylic acid [2-methoxy-4-((2S,3R,4R,5S,6R)-2,4,5-trihydroxy-6-hydroxymethyl-tetrahydro-pyran-3-ylcarbamoyl)-phenyl]-amide, hydrochloride). RXN SMILES: [Cl:1][C:2]1[C:3]([F:42])=[C:4]([C@@H:8]2[C@:12]([C:15]3[CH:20]=[CH:19][C:18]([Cl:21])=[CH:17][C:16]=3[F:22])([C:13]#[N:14])[C@H:11]([CH2:23][C:24]([CH3:27])([CH3:26])[CH3:25])[NH:10][C@H:9]2[C:28]([NH:30][C:31]2[CH:39]=[CH:38][C:34]([C:35](O)=[O:36])=[CH:33][C:32]=2[O:40][CH3:41])=[O:29])[CH:5]=[CH:6][CH:7]=1.Cl.[NH2:44][C@@H:45]1[C@@H:50]([OH:51])[C@H:49]([OH:52])[C@@H:48]([CH2:53][OH:54])[O:47][C@@H:46]1[OH:55]>>[ClH:1].[CH3:41][O:40][C:32]1[CH:33]=[C:34]([C:35](=[O:36])[NH:44][C@@H:45]2[C@@H:50]([OH:51])[C@H:49]([OH:52])[C@@H:48]([CH2:53][OH:54])[O:47][C@@H:46]2[OH:55])[CH:38]=[CH:39][C:31]=1[NH:30][C:28]([C@H:9]1[C@H:8]([C:4]2[CH:5]=[CH:6][CH:7]=[C:2]([Cl:1])[C:3]=2[F:42])[C@:12]([C:15]2[CH:20]=[CH:19][C:18]([Cl:21])=[CH:17][C:16]=2[F:22])([C:13]#[N:14])[C@H:11]([CH2:23][C:24]([CH3:26])([CH3:27])[CH3:25])[NH:10]1)=[O:29] |f:1.2,3.4|. Procedure: In a manner similar to the method described in Example 14, 4-((2R,3S,4R,5S)-3-(3-chloro-2-fluorophenyl)-4-(4-chloro-2-fluorophenyl)-4-cyano-5-neopentylpyrrolidine-2-carboxamido)-3-methoxybenzoic acid (prepared as described in US20100152190A1) was reacted with (2S,3R,4R,5S,6R)-3-amino-6-(hydroxymethyl)tetrahydro-2H-pyran-2,4,5-triol hydrochloride to give (2R,3S,4R,5S)-4-(4-chloro-2-fluoro-phenyl)-3-(3-chloro-2-fluoro-phenyl)-4-cyano-5-(2,2-dimethyl-propyl)-pyrrolidine-2-carboxylic acid [2-methoxy... Reactants: ClC=1C=C2C=CC=[N+](C2=CC1OC)[O-] (6-chloro-7-methoxyquinoline 1-oxide), TEA, C[Si](C)(C)C#N (trimethylsilyl cyanide). Run in C(C)#N (acetonitrile). Conditions: temperature 80 celsius. Product: ClC=1C=C2C=CC(=NC2=CC1OC)C#N (6-chloro-7-methoxyquinoline-2-carbonitrile). Yield: 76.9%. RXN SMILES: [Cl:1][C:2]1[CH:3]=[C:4]2[C:9](=[CH:10][C:11]=1[O:12][CH3:13])[N+:8]([O-])=[CH:7][CH:6]=[CH:5]2.C[Si]([C:19]#[N:20])(C)C>C(#N)C>[Cl:1][C:2]1[CH:3]=[C:4]2[C:9](=[CH:10][C:11]=1[O:12][CH3:13])[N:8]=[C:7]([C:19]#[N:20])[CH:6]=[CH:5]2. Procedure: A 50 mL flask containing acetonitrile (6.0 mL) was charged with 6-chloro-7-methoxyquinoline 1-oxide (0.25 g, 1.19 mmol), TEA (0.33 mL, 2.39 mmol), and trimethylsilyl cyanide (0.48 mL, 3.58 mmol). The reaction mixture was heated at 80° C. for 2 h, cooled to room temperature and concentrated in vacuo. The residue was basified using saturated Na2CO3 and the product was extracted with DCM. The organic layer was dried with MgSO4, filtered and concentrated in vacuo to afford 6-chloro-7-methoxyquinolin... The reactants are CN1CCN(C(=O)c2ccc3c(c2)[nH]c2c(C(N)=O)ccc(NC(=O)CCCCCl)c23)CC1, O=C(O)C(F)(F)F, [H-], [Na+], CN(C)C=O. Product: CN1CCN(C(=O)c2ccc3c(c2)[nH]c2c(C(N)=O)ccc(N4CCCCC4=O)c23)CC1. As a reaction SMILES: [Cl:1][CH2:2][CH2:3][CH2:4][CH2:5][C:6](=[O:7])[NH:8][c:9]1[cH:10][cH:11][c:12]([C:31](=[O:32])[NH2:33])[c:13]2[nH:14][c:15]3[cH:16][c:17]([C:22](=[O:23])[N:24]4[CH2:25][CH2:26][N:27]([CH3:30])[CH2:28][CH2:29]4)[cH:18][cH:19][c:20]3[c:21]12.[F:34][C:35]([F:36])([F:37])[C:38]([OH:39])=[O:40].[H-:41].[Na+:42].[O:43]=[CH:44][N:45]([CH3:46])[CH3:47]>>[CH2:2]1[CH2:3][CH2:4][CH2:5][C:6](=[O:7])[N:8]1[c:9]1[cH:10][cH:11][c:12]([C:31](=[O:32])[NH2:33])[c:13]2[nH:14][c:15]3[cH:16][c:17]([C:22](=[O:23])[N:24]4[CH2:25][CH2:26][N:27]([CH3:30])[CH2:28][CH2:29]4)[cH:18][cH:19][c:20]3[c:21]12. Reactants: [OH-].[Na+] (NaOH), NC(=O)N (urea), final solution, S(O)(O)(=O)=O (sulfuric acid). Solvent: O (water). Product: S(O)(O)(=O)=O.NC(=O)N (Urea Sulfuric Acid). Reaction SMILES: [NH2:1][C:2]([NH2:4])=[O:3].[S:5](=[O:9])(=[O:8])([OH:7])[OH:6].[OH-].[Na+]>O>[S:5](=[O:7])(=[O:6])([OH:9])[OH:8].[NH2:1][C:2]([NH2:4])=[O:3] |f:2.3,5.6|. Reported procedure: Prilled urea (17.5 grams, 0.29 moles) was dissolved in 53.5 grams water. To this solution was slowly added sulfuric acid (29.0 grams, 0.26 moles, 89.3%) at 66° C. The temperature was maintained below 50° C. in a cooling bath during the addition. The final solution on titration with 0.5N NaOH (phenolphthalein indicator) was 5.3N, which is equal to the theoretical value.